Dataset: the Open Reaction Database (ORD), a public repository of structured organic reaction records. Task: describe an organic reaction: reactants, conditions, products, and yield Starting materials: C1(CCC1)N1CCN(CC1)C1=CC=C(C(=O)OCC)C=C1 (ethyl 4-(4-cyclobutylpiperazin-1-yl)benzoate), NC1=CC(=NN1C(=O)OC(C)(C)C)CCC1=CC(=CC(=C1)OC)OC (tert-butyl 5-amino-3-[2-(3,5-dimethoxyphenyl)ethyl]-1H-pyrazole-1-carboxylate), C[Si](C)(C)[N-][Si](C)(C)C.[Na+] (NaHMDS). Run in C1CCOC1 (THF). Yields the product C1(CCC1)N1CCN(CC1)C1=CC=C(C(=O)NC2=NNC(=C2)CCC2=CC(=CC(=C2)OC)OC)C=C1 (4-(4-Cyclobutylpiperazin-1-yl)-N-[5-[2-(3,5-dimethoxyphenyl)ethyl]-1H-pyrazol-3-yl]benzamide). Yield: 6.1%. As a reaction SMILES: [CH:1]1([N:5]2[CH2:10][CH2:9][N:8]([C:11]3[CH:21]=[CH:20][C:14]([C:15](OCC)=[O:16])=[CH:13][CH:12]=3)[CH2:7][CH2:6]2)[CH2:4][CH2:3][CH2:2]1.[NH2:22][C:23]1[N:27](C(OC(C)(C)C)=O)[N:26]=[C:25]([CH2:35][CH2:36][C:37]2[CH:42]=[C:41]([O:43][CH3:44])[CH:40]=[C:39]([O:45][CH3:46])[CH:38]=2)[CH:24]=1.C[Si]([N-][Si](C)(C)C)(C)C.[Na+]>C1COCC1>[CH:1]1([N:5]2[CH2:6][CH2:7][N:8]([C:11]3[CH:21]=[CH:20][C:14]([C:15]([NH:22][C:23]4[CH:24]=[C:25]([CH2:35][CH2:36][C:37]5[CH:42]=[C:41]([O:43][CH3:44])[CH:40]=[C:39]([O:45][CH3:46])[CH:38]=5)[NH:26][N:27]=4)=[O:16])=[CH:13][CH:12]=3)[CH2:9][CH2:10]2)[CH2:2][CH2:3][CH2:4]1 |f:2.3|. Procedure: 4-(4-cyclobutylpiperazin-1-yl)-N-[5-[2-(3,5-dimethoxyphenyl)ethyl]-2H-pyrazol-3-yl]benzamide was prepared as for Example 94, but starting from ethyl 4-(4-cyclobutylpiperazin-1-yl)benzoate (202 mg, 0.7 mmol), tert-butyl 5-amino-3-[2-(3,5-dimethoxyphenyl)ethyl]-1H-pyrazole-1-carboxylate (292 mg, 0.84 mmol) and 1M NaHMDS (1.23 ml, 1.23 mmol) in THF (5 ml). The crude product was purified by reverse phase prep. HPLC (basic) using a 39-59% gradient of acetonitrile in water containing 1% 0.880 ammonia.... Starting materials: F[B-](F)(F)F, CCN(C(C)C)C(C)C, Clc1cc(Nc2ncnc3sc4c(c23)CCNC4)ccc1OCc1ccccn1, ClCCl, O=C(O)C#CCCN1CCCCC1, C1CCOC1, CN(C)C(On1nnc2ccccc21)=[N+](C)C. Product: O=C(C#CCCN1CCCCC1)N1CCc2c(sc3ncnc(Nc4ccc(OCc5ccccn5)c(Cl)c4)c23)C1. RXN SMILES: [B-:43]([F:44])([F:45])([F:46])[F:47].[CH:65]([N:66]([CH:67]([CH3:68])[CH3:69])[CH2:70][CH3:71])([CH3:72])[CH3:73].[Cl:1][c:2]1[cH:3][c:4]([NH:16][c:17]2[n:18][cH:19][n:20][c:21]3[s:22][c:23]4[c:28]([c:29]23)[CH2:27][CH2:26][NH:25][CH2:24]4)[cH:5][cH:6][c:7]1[O:8][CH2:9][c:10]1[n:11][cH:12][cH:13][cH:14][cH:15]1.[Cl:79][CH2:80][Cl:81].[N:30]1([CH2:36][CH2:37][C:38]#[C:39][C:40](=[O:41])[OH:42])[CH2:31][CH2:32][CH2:33][CH2:34][CH2:35]1.[O:74]1[CH2:75][CH2:76][CH2:77][CH2:78]1.[n:48]1([O:49][C:50]([N:51]([CH3:52])[CH3:53])=[N+:54]([CH3:55])[CH3:56])[c:57]2[cH:58][cH:59][cH:60][cH:61][c:62]2[n:63][n:64]1>>[Cl:1][c:2]1[cH:3][c:4]([NH:16][c:17]2[n:18][cH:19][n:20][c:21]3[s:22][c:23]4[c:28]([c:29]23)[CH2:27][CH2:26][N:25]([C:40]([C:39]#[C:38][CH2:37][CH2:36][N:30]2[CH2:31][CH2:32][CH2:33][CH2:34][CH2:35]2)=[O:41])[CH2:24]4)[cH:5][cH:6][c:7]1[O:8][CH2:9][c:10]1[n:11][cH:12][cH:13][cH:14][cH:15]1. The reactants are C, CCO, O=C(O)C1CC2C=CC1C2, [H][H], [Pd]. The product is O=C(O)C1CC2CCC1C2. As a reaction SMILES: [C:16].[CH3:13][CH2:14][OH:15].[CH:1]12[CH:2]([C:8](=[O:9])[OH:10])[CH2:3][CH:4]([CH:5]=[CH:6]1)[CH2:7]2.[H:11][H:12].[Pd:17]>>[CH:1]12[CH:2]([C:8](=[O:9])[OH:10])[CH2:3][CH:4]([CH2:5][CH2:6]1)[CH2:7]2. The reactants are FC=1C(=CC(=C(C1)C)N)N (5-fluoro-2,4-diaminotoluene), C1(=CC=CC=C1)S(=O)(=O)Cl (benzenesulfonyl chloride). The solvent is N1=CC=CC=C1 (pyridine). Conditions: temperature 120 celsius, time 1 hour. Product: FC=1C(=CC(=C(C1)C)NS(=O)(=O)C1=CC=CC=C1)NS(=O)(=O)C1=CC=CC=C1 (5-fluoro-2,4-bis[(N-benzenesulfonyl)amino]toluene). The yield is 41.0%. RXN SMILES: [F:1][C:2]1[C:3]([NH2:10])=[CH:4][C:5]([NH2:9])=[C:6]([CH3:8])[CH:7]=1.[C:11]1([S:17](Cl)(=[O:19])=[O:18])[CH:16]=[CH:15][CH:14]=[CH:13][CH:12]=1>N1C=CC=CC=1>[F:1][C:2]1[C:3]([NH:10][S:17]([C:11]2[CH:16]=[CH:15][CH:14]=[CH:13][CH:12]=2)(=[O:19])=[O:18])=[CH:4][C:5]([NH:9][S:17]([C:11]2[CH:16]=[CH:15][CH:14]=[CH:13][CH:12]=2)(=[O:19])=[O:18])=[C:6]([CH3:8])[CH:7]=1. Procedure details: 8 g 5-fluoro-2,4-diaminotoluene from Step 2 are dissolved in 250 ml pyridine, mixed with 7.9 ml benzenesulfonyl chloride, and stirred for 1 hour at 120° C. After cooling, the reaction preparation is poured over ice. The obtained precipitate is washed with water, dried in vacuum over phosphorus pentoxide, and recrystallized from methanol. 3.9 g (41% of theory) 5-fluoro-2,4-bis[(N-benzenesulfonyl)amino]toluene are obtained which melts at 146° C. Starting materials: CC=1C=C(SC1)NC(OC(C)(C)C)=O (tert-butyl 4-methylthiophen-2-ylcarbamate), C(=O)(C(F)(F)F)O (TFA). Solvent: C(Cl)Cl (CH2Cl2). Product: CC=1C=C(SC1)N (4-methylthiophen-2-amine), FC(C(=O)O)(F)F (trifluoroacetic acid). RXN SMILES: [CH3:1][C:2]1[CH:3]=[C:4]([NH:7]C(=O)OC(C)(C)C)[S:5][CH:6]=1.[C:15]([OH:21])([C:17]([F:20])([F:19])[F:18])=[O:16]>C(Cl)Cl>[CH3:1][C:2]1[CH:3]=[C:4]([NH2:7])[S:5][CH:6]=1.[F:18][C:17]([F:20])([F:19])[C:15]([OH:21])=[O:16]. Procedure details: A solution of tert-butyl 4-methylthiophen-2-ylcarbamate (0.880 g, 4.13 mmol) in CH2Cl2 (8 mL) and TFA (6 mL) wad stirred at room temperature for 3 h. Solvents was removed in vacuo to give 4-methylthiophen-2-amine as trifluoroacetic acid salt (0.920 g). Procedure details: Prepared by the method of example 5 part (d) using the product of step (c). Product: ClC1=CC=C(C=C1)S(=O)(=O)C1=C(N(C2=C(C=CC(=C12)S(=O)(=O)CC)OC)CC(=O)O)C (3-[(4-chlorophenyl)sulfonyl]-4-(ethylsulfonyl)-7-methoxy-2-methyl-1H-indole-1-acetic acid). Reactants: ClC=1C(=C2C(=C(N(C2=CC1)CC(=O)O)C)S(=O)(=O)C1=CC=C(C=C1)Cl)C#N (5-Chloro-3-[(4-chlorophenyl)sulfonyl]-4-cyano-2-methyl-1H-indole-1-acetic acid), ClC1=CC=C(C=C1)S(=O)(=O)C1=C(N(C2=C(C=CC(=C12)S(=O)(=O)CC)OC)CC(=O)OC)C (3-[(4-chlorophenyl)sulfonyl]-4-(ethylsulfonyl)-7-methoxy-2-methyl-1H-indole-1-acetic acid, methyl ester). As a reaction SMILES: ClC1C(C#N)=C2C(=CC=1)N(CC(O)=O)C(C)=C2S(C1C=CC(Cl)=CC=1)(=O)=O.[Cl:28][C:29]1[CH:34]=[CH:33][C:32]([S:35]([C:38]2[C:46]3[C:41](=[C:42]([O:52][CH3:53])[CH:43]=[CH:44][C:45]=3[S:47]([CH2:50][CH3:51])(=[O:49])=[O:48])[N:40]([CH2:54][C:55]([O:57]C)=[O:56])[C:39]=2[CH3:59])(=[O:37])=[O:36])=[CH:31][CH:30]=1>>[Cl:28][C:29]1[CH:34]=[CH:33][C:32]([S:35]([C:38]2[C:46]3[C:41](=[C:42]([O:52][CH3:53])[CH:43]=[CH:44][C:45]=3[S:47]([CH2:50][CH3:51])(=[O:49])=[O:48])[N:40]([CH2:54][C:55]([OH:57])=[O:56])[C:39]=2[CH3:59])(=[O:36])=[O:37])=[CH:31][CH:30]=1. Starting materials: CNCCCc1cccc(Oc2ccc(C(F)(F)F)cc2)c1, ClCCl, Cl, O=N[O-], [Na+], O. The product is CN(CCCc1cccc(Oc2ccc(C(F)(F)F)cc2)c1)N=O. Reaction SMILES: [CH3:5][NH:6][CH2:7][CH2:8][CH2:9][c:10]1[cH:11][c:12]([O:16][c:17]2[cH:18][cH:19][c:20]([C:23]([F:24])([F:25])[F:26])[cH:21][cH:22]2)[cH:13][cH:14][cH:15]1.[Cl:27][CH2:28][Cl:29].[ClH:31].[N:1](=[O:2])[O-:3].[Na+:4].[OH2:30]>>[N:1](=[O:3])[N:6]([CH3:5])[CH2:7][CH2:8][CH2:9][c:10]1[cH:11][c:12]([O:16][c:17]2[cH:18][cH:19][c:20]([C:23]([F:24])([F:25])[F:26])[cH:21][cH:22]2)[cH:13][cH:14][cH:15]1. Reactants: CC1=NOC=C1C(=O)O (3-methyl-1,2-oxazole-4-carboxylic acid), COC1=CC=C(C=C1)C12N(C(C=3N(C1)C=C(C3)C#N)=O)CCN2 (10a-(4-methoxyphenyl)-5-oxo-2,3,10,10a-tetrahydro-1H,5H-imidazo[1,2-a]pyrrolo[1,2-d]pyrazine-7-carbonitrile), acid chloride, C(C(=O)Cl)(=O)Cl (oxalyl chloride), acid chloride. Reagents/catalysts: CN(C)C=O (DMF). Solvent: C(Cl)Cl (CH2Cl2), C(Cl)Cl (CH2Cl2), O (water), N1=CC=CC=C1 (pyridine), N1=CC=CC=C1 (pyridine). Reaction conditions: temperature 0 celsius, time 15 minute. Product: COC1=CC=C(C=C1)C12N(C(C=3N(C1)C=C(C3)C#N)=O)CCN2C(=O)C=2C(=NOC2)C (10a-(4-methoxyphenyl)-1-[(3-methyl-1,2-oxazol-4-yl)carbonyl]-5-oxo-2,3,10,10a-tetrahydro-1H,5H-imidazo[1,2-a]pyrrolo[1,2-d]pyrazine-7-carbonitrile), solid. The yield is 3.0%. As a reaction SMILES: C(Cl)(=O)C(Cl)=O.[CH3:7][C:8]1[C:12]([C:13]([OH:15])=O)=[CH:11][O:10][N:9]=1.[CH3:16][O:17][C:18]1[CH:23]=[CH:22][C:21]([C:24]23[NH:38][CH2:37][CH2:36][N:25]2[C:26](=[O:35])[C:27]2[N:28]([CH:30]=[C:31]([C:33]#[N:34])[CH:32]=2)[CH2:29]3)=[CH:20][CH:19]=1>CN(C=O)C.C(Cl)Cl.N1C=CC=CC=1.O>[CH3:16][O:17][C:18]1[CH:23]=[CH:22][C:21]([C:24]23[N:38]([C:13]([C:12]4[C:8]([CH3:7])=[N:9][O:10][CH:11]=4)=[O:15])[CH2:37][CH2:36][N:25]2[C:26](=[O:35])[C:27]2[N:28]([CH:30]=[C:31]([C:33]#[N:34])[CH:32]=2)[CH2:29]3)=[CH:20][CH:19]=1. Procedure: To generate the acid chloride, oxalyl chloride (100 μL, 1.18 mmol) and DMF (1 drop) were added to 3-methyl-1,2-oxazole-4-carboxylic acid (100 mg, 0.84 mmol) in CH2Cl2 (2 mL) at 0° C. The suspension was allowed to stir 15 min at 0° C. followed by 1 hour at room temperature. The resulting solution was concentrated in vacuo (without heating) to give an oil that was dissolved in CH2Cl2 and concentrated in vacuo. To a chilled (0° C.) suspension of the acid chloride (generated as above, 0.84 mmol) in ... Reactants: ClCCCl, CN(C)C=O, CCOC(C)=O, [N-]=[N+]=Nc1nc(Cl)c(C(=O)O)[nH]1, N#Cc1cc(Cl)cc(Oc2c(C(F)F)ccc(CNC(=O)c3nc(N=[N+]=[N-])[nH]c3Cl)c2F)c1, N#Cc1cc(Cl)cc(Oc2c(C(F)F)ccc(CN)c2F)c1, [Na+], O=C([O-])O, On1nnc2ccccc21. Product: N#Cc1cc(Cl)cc(Oc2c(C(F)F)ccc(CNC(=O)c3[nH]c(N)nc3Cl)c2F)c1. RXN SMILES: [CH2:35]([Cl:36])[CH2:37][Cl:38].[CH3:87][N:88]([CH3:89])[CH:90]=[O:91].[CH3:92][CH2:93][O:94][C:95](=[O:96])[CH3:97].[N:23]([c:24]1[nH:25][c:26]([C:27]([OH:28])=[O:29])[c:30]([Cl:31])[n:32]1)=[N+:33]=[N-:34].[N:54](=[N+:55]=[N-:56])[c:57]1[nH:58][c:59]([Cl:86])[c:60]([C:62](=[O:63])[NH:64][CH2:65][c:66]2[c:67]([F:85])[c:68]([O:75][c:76]3[cH:77][c:78]([Cl:84])[cH:79][c:80]([C:82]#[N:83])[cH:81]3)[c:69]([CH:72]([F:73])[F:74])[cH:70][cH:71]2)[n:61]1.[NH2:1][CH2:2][c:3]1[c:4]([F:5])[c:6]([O:7][c:8]2[cH:9][c:10]([C:15]#[N:16])[cH:11][c:12]([Cl:13])[cH:14]2)[c:17]([CH:18]([F:19])[F:20])[cH:21][cH:22]1.[Na+:53].[O-:49][C:50]([OH:51])=[O:52].[OH:39][n:40]1[c:41]2[c:42]([cH:43][cH:44][cH:45][cH:46]2)[n:47][n:48]1>>[NH2:54][c:57]1[n:58][c:59]([Cl:86])[c:60]([C:62](=[O:63])[NH:64][CH2:65][c:66]2[c:67]([F:85])[c:68]([O:75][c:76]3[cH:77][c:78]([Cl:84])[cH:79][c:80]([C:82]#[N:83])[cH:81]3)[c:69]([CH:72]([F:73])[F:74])[cH:70][cH:71]2)[nH:61]1. The reactants are CCOC(C)=O, Cc1c2c(c(Cc3ccc(C(C)C)cc3)c(C)c1NCc1ccccc1)OCC2, CCCCCC. The product is Cc1c(N)c(C)c(Cc2ccc(C(C)C)cc2)c2c1CCO2. As a reaction SMILES: [C:36]([O:37][CH2:38][CH3:39])(=[O:40])[CH3:41].[CH2:1]([c:2]1[cH:3][cH:4][cH:5][cH:6][cH:7]1)[NH:8][c:9]1[c:10]([CH3:29])[c:11]([CH2:19][c:20]2[cH:21][cH:22][c:23]([CH:26]([CH3:27])[CH3:28])[cH:24][cH:25]2)[c:12]2[c:13]([c:17]1[CH3:18])[CH2:14][CH2:15][O:16]2.[CH3:30][CH2:31][CH2:32][CH2:33][CH2:34][CH3:35]>>[NH2:8][c:9]1[c:10]([CH3:29])[c:11]([CH2:19][c:20]2[cH:21][cH:22][c:23]([CH:26]([CH3:27])[CH3:28])[cH:24][cH:25]2)[c:12]2[c:13]([c:17]1[CH3:18])[CH2:14][CH2:15][O:16]2.